Dataset: the Open Reaction Database (ORD), a public repository of structured organic reaction records. Task: describe an organic reaction: reactants, conditions, products, and yield The product is C(C)OP(=O)(OCC)CC1=CC=C(C(=O)NC2=C(C=CC=C2)C(=O)OC)C=C1 (4-diethoxyphosphinylmethyl-N-(2-methoxycarbonylphenyl)benzamide). As a reaction SMILES: BrC[CH2:3][C:4]1[CH:22]=[CH:21][C:7]([C:8]([NH:10][C:11]2[CH:16]=[CH:15][CH:14]=[CH:13][C:12]=2[C:17]([O:19][CH3:20])=[O:18])=[O:9])=[CH:6][CH:5]=1.[P:23]([O:30]CC)([O:27][CH2:28][CH3:29])[O:24][CH2:25][CH3:26]>>[CH2:25]([O:24][P:23]([CH2:3][C:4]1[CH:5]=[CH:6][C:7]([C:8]([NH:10][C:11]2[CH:16]=[CH:15][CH:14]=[CH:13][C:12]=2[C:17]([O:19][CH3:20])=[O:18])=[O:9])=[CH:21][CH:22]=1)([O:27][CH2:28][CH3:29])=[O:30])[CH3:26]. Procedure details: A suspension of 1.07 g of 4-bromoethyl-N-(2-methoxycarbonylphenyl)benzamide in 5 ml of triethyl phosphite was stirred under heating at 140° to 150° C. for 30 minutes. After excess triethyl phosphite had been distilled off in vacuo, the residue was subjected to silica gel column chromatography (eluent; chloroform:methanol=1:1) to give 4-diethoxyphosphinylmethyl-N-(2-methoxycarbonylphenyl)benzamide. It was recrystallized from a benzene-n-hexane mixture to give 1.20 g of colorless needles. Reactants: BrCCC1=CC=C(C(=O)NC2=C(C=CC=C2)C(=O)OC)C=C1 (4-bromoethyl-N-(2-methoxycarbonylphenyl)benzamide), P(OCC)(OCC)OCC (triethyl phosphite).